From a dataset of the Open Reaction Database (ORD), a public repository of structured organic reaction records. describe an organic reaction: reactants, conditions, products, and yield Starting materials: O=[N+]([O-])c1cc2c(Nc3ccc(F)c(Cl)c3)ncnc2cc1Br, CCO, CCOC(C)=O, Cl, [Fe], [Na+], [OH-]. Yields the product Nc1cc2c(Nc3ccc(F)c(Cl)c3)ncnc2cc1Br. RXN SMILES: [Br:5][c:6]1[c:7]([N+:25]([O-:26])=[O:27])[cH:8][c:9]2[c:10]([NH:16][c:17]3[cH:18][c:19]([Cl:24])[c:20]([F:23])[cH:21][cH:22]3)[n:11][cH:12][n:13][c:14]2[cH:15]1.[CH3:2][CH2:3][OH:4].[CH3:31][CH2:32][O:33][C:34](=[O:35])[CH3:36].[ClH:1].[Fe:30].[Na+:29].[OH-:28]>>[Br:5][c:6]1[c:7]([NH2:25])[cH:8][c:9]2[c:10]([NH:16][c:17]3[cH:18][c:19]([Cl:24])[c:20]([F:23])[cH:21][cH:22]3)[n:11][cH:12][n:13][c:14]2[cH:15]1. As a reaction SMILES: [BH4-:35].[CH2:1]([CH3:2])[O:3][C:4](=[O:5])[c:6]1[n:7]([CH3:22])[c:8]([CH2:20][CH3:21])[c:9]([C:18]#[N:19])[c:10]1-[c:11]1[cH:12][cH:13][c:14]([NH2:17])[cH:15][cH:16]1.[CH3:31][C:32](=[O:33])[OH:34].[CH3:37][OH:38].[CH:23](=[O:24])[c:25]1[cH:26][cH:27][cH:28][cH:29][cH:30]1.[Na+:36].[OH2:39]>>[CH2:1]([CH3:2])[O:3][C:4](=[O:5])[c:6]1[n:7]([CH3:22])[c:8]([CH2:20][CH3:21])[c:9]([C:18]#[N:19])[c:10]1-[c:11]1[cH:12][cH:13][c:14]([NH:17][CH2:23][c:25]2[cH:26][cH:27][cH:28][cH:29][cH:30]2)[cH:15][cH:16]1. Starting materials: [BH4-], CCOC(=O)c1c(-c2ccc(N)cc2)c(C#N)c(CC)n1C, CC(=O)O, CO, O=Cc1ccccc1, [Na+], O. The product is CCOC(=O)c1c(-c2ccc(NCc3ccccc3)cc2)c(C#N)c(CC)n1C. Starting materials: COC(=O)C1=NC(=CN=C1N)C1=COC=C1 (3-amino-6-(furan-3-yl)-pyrazine-2-carboxylic acid methyl ester). The reagents and catalysts are [Pd] (palladium on carbon), [Pd] (palladium on carbon). Run in CO (MeOH). Run at time 40 hour. The product is COC(=O)C1=NC(=CN=C1N)C1COCC1 (3-Amino-6-(tetrahydro-furan-3-yl)-pyrazine-2-carboxylic acid methyl ester). RXN SMILES: [CH3:1][O:2][C:3]([C:5]1[C:10]([NH2:11])=[N:9][CH:8]=[C:7]([C:12]2[CH:16]=[CH:15][O:14][CH:13]=2)[N:6]=1)=[O:4]>CO.[Pd]>[CH3:1][O:2][C:3]([C:5]1[C:10]([NH2:11])=[N:9][CH:8]=[C:7]([CH:12]2[CH2:16][CH2:15][O:14][CH2:13]2)[N:6]=1)=[O:4]. Reported procedure: A solution of 3-amino-6-(furan-3-yl)-pyrazine-2-carboxylic acid methyl ester (2.9 g, 13.2 mmol) in MeOH (150 ml) was treated with palladium on carbon (10%; 0.6 g, 0.28 mmol) and hydrogenated at 1.2 atmospheres for 40 h. Another 2 equivalents of palladium on carbon were consecutively added and the hydrogenation was continued for another 72 h. The reaction mixture was filtered and the catalyst was washed with MeOH. The solution was concentrated in vacuo and the product was obtained after purificat... Starting materials: BrC=1SC=C(N1)C(=O)NC=1C=NN(C1[C@@H]1CC[C@H]([C@@H](CO1)F)NC(OC(C)(C)C)=O)C (tert-butyl ((3S,4R,7S)-7-(4-(2-bromothiazole-4-carboxamido)-1-methyl-1H-pyrazol-5-yl)-3-fluorooxepan-4-yl)carbamate), BrC=1SC=C(N1)C(=O)NC=1C=NN(C1[C@@H]1CC[C@H]([C@@H](CO1)F)NC(OC(C)(C)C)=O)C (tert-butyl ((3S,4R,7S)-7-(4-(2-bromothiazole-4-carboxamido)-1-methyl-1H-pyrazol-5-yl)-3-fluorooxepan-4-yl)carbamate), FC1=C(C(=CC(=C1)C1(COC1)OC)F)B1OC(C(O1)(C)C)(C)C (2-(2,6-difluoro-4-(3-methoxyoxetan-3-yl)phenyl)-4,4,5,5-tetramethyl-1,3,2-dioxaborolane). The product is N[C@@H]1CC[C@H](OC[C@H]1F)C1=C(C=NN1C)NC(=O)C=1N=C(SC1)C1=C(C=C(C=C1F)C1(COC1)OC)F (N-(5-((2S,5R,6S)-5-amino-6-fluorooxepan-2-yl)-1-methyl-1H-pyrazol-4-yl)-2-(2,6-difluoro-4-(3-methoxyoxetan-3-yl)phenyl)thiazole-4-carboxamide). As a reaction SMILES: Br[C:2]1[S:3][CH:4]=[C:5]([C:7]([NH:9][C:10]2[CH:11]=[N:12][N:13]([CH3:31])[C:14]=2[C@H:15]2[O:21][CH2:20][C@@H:19]([F:22])[C@H:18]([NH:23]C(=O)OC(C)(C)C)[CH2:17][CH2:16]2)=[O:8])[N:6]=1.[F:32][C:33]1[CH:38]=[C:37]([C:39]2([O:43][CH3:44])[CH2:42][O:41][CH2:40]2)[CH:36]=[C:35]([F:45])[C:34]=1B1OC(C)(C)C(C)(C)O1>>[NH2:23][C@H:18]1[C@H:19]([F:22])[CH2:20][O:21][C@H:15]([C:14]2[N:13]([CH3:31])[N:12]=[CH:11][C:10]=2[NH:9][C:7]([C:5]2[N:6]=[C:2]([C:34]3[C:35]([F:45])=[CH:36][C:37]([C:39]4([O:43][CH3:44])[CH2:40][O:41][CH2:42]4)=[CH:38][C:33]=3[F:32])[S:3][CH:4]=2)=[O:8])[CH2:16][CH2:17]1. Reported procedure: Following the procedure for Example 101 starting from tert-butyl ((3S,4R,7S)-7-(4-(2-bromothiazole-4-carboxamido)-1-methyl-1H-pyrazol-5-yl)-3-fluorooxepan-4-yl)carbamate (Intermediate 99), and replacing 3,6-dihydro-2H-pyran-4-boronic acid pinacol ester with 2-(2,6-difluoro-4-(3-methoxyoxetan-3-yl)phenyl)-4,4,5,5-tetramethyl-1,3,2-dioxaborolane (US2012/225062) gave 339. 1H NMR (500 MHz, DMSO-d6) δ 9.91 (s, 1H), 8.65 (s, 1H), 7.88 (s, 1H), 7.46-7.44 (m, 2H), 4.82-4.79 (m, 5H), 4.37-3.93 (m, 3H), 3... Reactants: [BH4-], C[O-], CO, COC(=O)C(C)Oc1cc(C)ccc1C=O, Cl, [Na+], [Na+]. The product is COC(=O)C(C)Oc1cc(C)ccc1CO. RXN SMILES: [BH4-:20].[CH3:17][O-:18].[CH3:23][OH:24].[CH:1](=[O:2])[c:3]1[c:4]([O:5][CH:6]([C:7](=[O:8])[O:9][CH3:10])[CH3:11])[cH:12][c:13]([CH3:16])[cH:14][cH:15]1.[ClH:22].[Na+:19].[Na+:21]>>[CH2:1]([OH:2])[c:3]1[c:4]([O:5][CH:6]([C:7](=[O:8])[O:9][CH3:10])[CH3:11])[cH:12][c:13]([CH3:16])[cH:14][cH:15]1. Reactants: [H-].[Na+] (Sodium hydride), NC(CO)(CO)C (2-Amino-2-methyl-propane-1,3-diol), [Si](C1=CC=CC=C1)(C1=CC=CC=C1)(C(C)(C)C)Cl (tert-Butyldiphenylsilyl chloride). Run in C1CCOC1 (THF), C1CCOC1 (THF). Product: NC(CO)(CO[Si](C1=CC=CC=C1)(C1=CC=CC=C1)C(C)(C)C)C (2-Amino-3-(tert-butyl-diphenyl-silanyloxy)-2-methyl-propan-1-ol). The yield is 109.4%. As a reaction SMILES: [H-].[Na+].[NH2:3][C:4]([CH3:9])([CH2:7][OH:8])[CH2:5][OH:6].[Si:10](Cl)([C:23]([CH3:26])([CH3:25])[CH3:24])([C:17]1[CH:22]=[CH:21][CH:20]=[CH:19][CH:18]=1)[C:11]1[CH:16]=[CH:15][CH:14]=[CH:13][CH:12]=1>C1COCC1>[NH2:3][C:4]([CH3:9])([CH2:7][O:8][Si:10]([C:23]([CH3:26])([CH3:25])[CH3:24])([C:17]1[CH:18]=[CH:19][CH:20]=[CH:21][CH:22]=1)[C:11]1[CH:16]=[CH:15][CH:14]=[CH:13][CH:12]=1)[CH2:5][OH:6] |f:0.1|. Reported procedure: Sodium hydride (55% in dispersion in oil) (1.141 g) was added portion wise to a solution of 2-Amino-2-methyl-propane-1,3-diol (2.50 g) in dry THF (35 ml) at 0° C. The reaction mixture was stirred at R.T. for 55′. tert-Butyldiphenylsilyl chloride (6.54 g) in dry THF (10 ml) were added dropwise at 0° C. and the reaction mixture was stirred for 17 hrs at R.T. The reaction mixture was quenched with water (18 ml) and then, extracted thrice with ethyl ether. The two layers were separated. The organic ... Starting materials: Cl (HCl), FC1=C(C=CC(=C1)F)O (2,4-difluorophenol), FC=1C=CC(=C(C(=O)O)C1)[N+](=O)[O-] (5-fluoro-2nitrobenzoic acid), C([O-])([O-])=O.[Cs+].[Cs+] (cesium carbonate). The solvent is CN(C)C=O (DMF). Reaction conditions: temperature 100 celsius. Yields the product [N+](=O)([O-])C1=C(C(=O)O)C=C(C=C1)OC1=C(C=C(C=C1)F)F (2-nitro-5-(2,4-difluorophenoxy)benzoic acid). Yield: 70.4%. As a reaction SMILES: [F:1][C:2]1[CH:7]=[C:6]([F:8])[CH:5]=[CH:4][C:3]=1[OH:9].F[C:11]1[CH:12]=[CH:13][C:14]([N+:20]([O-:22])=[O:21])=[C:15]([CH:19]=1)[C:16]([OH:18])=[O:17].C(=O)([O-])[O-].[Cs+].[Cs+].Cl>CN(C=O)C>[N+:20]([C:14]1[CH:13]=[CH:12][C:11]([O:9][C:3]2[CH:4]=[CH:5][C:6]([F:8])=[CH:7][C:2]=2[F:1])=[CH:19][C:15]=1[C:16]([OH:18])=[O:17])([O-:22])=[O:21] |f:2.3.4|. Procedure: The mixture of 2,4-difluorophenol 4 (20 g, 153.9 mmol), 5-fluoro-2nitrobenzoic acid 5, (28.5 g, 153.9 mmol), and cesium carbonate (100 g, 307.7 mmol) in DMF (310 mL) was heated in a 100° C. oil bath for 10 hrs. At the completion of the reaction, the mixture was cooled down to room temperature and was treated with 1 N HCl solution to bring pH to acidic, and was extracted with ethyl acetate. The organic layer was washed three times with 300 mL of water, dried, and concentrated to yield 32 g of 2-n... Starting materials: N12C[C@@H](C(CC1)CC2)OC(C(C=2SC=CC2)(C=2SC=CC2)O)=O (Hydroxy-di-thiophen-2-yl-acetic acid (R)-(1-aza-bicyclo[2.2.2]oct-3-yl) ester), C(=O)(OC(C)(C)C)NCCCBr (3(BOC-amino) propylbromide). Solvent: CN(C)C=O (DMF). Run at temperature 60 celsius. Yields the product [Br-].C(C)(C)(C)OC(=O)NCCC[N+]12C[C@@H](C(CC1)CC2)OC(C(C=2SC=CC2)(C=2SC=CC2)O)=O ((R)-1-(3-tert-Butoxycarbonylamino-propyl)-3-(2-hydroxy-2,2-di-thiophen-2-yl-acetoxy)-1-azonia-bicyclo[2.2.2]octane bromide). As a reaction SMILES: [N:1]12[CH2:8][CH2:7][CH:4]([CH2:5][CH2:6]1)[C@@H:3]([O:9][C:10](=[O:23])[C:11]([OH:22])([C:17]1[S:18][CH:19]=[CH:20][CH:21]=1)[C:12]1[S:13][CH:14]=[CH:15][CH:16]=1)[CH2:2]2.[C:24]([NH:31][CH2:32][CH2:33][CH2:34][Br:35])([O:26][C:27]([CH3:30])([CH3:29])[CH3:28])=[O:25]>CN(C=O)C>[Br-:35].[C:27]([O:26][C:24]([NH:31][CH2:32][CH2:33][CH2:34][N+:1]12[CH2:8][CH2:7][CH:4]([CH2:5][CH2:6]1)[C@@H:3]([O:9][C:10](=[O:23])[C:11]([OH:22])([C:12]1[S:13][CH:14]=[CH:15][CH:16]=1)[C:17]1[S:18][CH:19]=[CH:20][CH:21]=1)[CH2:2]2)=[O:25])([CH3:30])([CH3:29])[CH3:28] |f:3.4|. Procedure: Hydroxy-di-thiophen-2-yl-acetic acid (R)-(1-aza-bicyclo[2.2.2]oct-3-yl) ester (0.758 g, 2.17 mmol) and 3(BOC-amino) propylbromide (0.775 g, 3.25 mmol) are dissolved in DMF (7 ml) and heated at 60° C. for 2.5 hours. The solvent is removed in vacuo and purification of the crude residue by chromatography on C18 silica, eluting with water:acetonitrile affords the titled compound as an oil. The reactants are C(C)N(CCCN)CC (3-(diethylamino)-propylamine), C(#N)C1=CNC2=CC=C(C=C12)CCNC(C1=CC=C(C=C1)C1=NC(=NC=C1)Cl)=O (N-[2-(3-Cyano-1H-indol-5-yl)-ethyl]-4-[2-chloro-pyrimidin-4-yl]-benzamide). The product is C(#N)C1=CNC2=CC=C(C=C12)CCNC(C1=CC=C(C=C1)C1=NC(=NC=C1)NCCCN(CC)CC)=O (N-[2-(3-Cyano-1H-indol-5-yl)-ethyl]-4-[2-(3-diethylamino-propylamino)-pyrimidin-4-yl]-benzamide). As a reaction SMILES: [CH2:1]([N:3]([CH2:8][CH3:9])[CH2:4][CH2:5][CH2:6][NH2:7])[CH3:2].[C:10]([C:12]1[C:20]2[C:15](=[CH:16][CH:17]=[C:18]([CH2:21][CH2:22][NH:23][C:24](=[O:38])[C:25]3[CH:30]=[CH:29][C:28]([C:31]4[CH:36]=[CH:35][N:34]=[C:33](Cl)[N:32]=4)=[CH:27][CH:26]=3)[CH:19]=2)[NH:14][CH:13]=1)#[N:11]>>[C:10]([C:12]1[C:20]2[C:15](=[CH:16][CH:17]=[C:18]([CH2:21][CH2:22][NH:23][C:24](=[O:38])[C:25]3[CH:30]=[CH:29][C:28]([C:31]4[CH:36]=[CH:35][N:34]=[C:33]([NH:7][CH2:6][CH2:5][CH2:4][N:3]([CH2:8][CH3:9])[CH2:1][CH3:2])[N:32]=4)=[CH:27][CH:26]=3)[CH:19]=2)[NH:14][CH:13]=1)#[N:11]. Procedure details: Using 3-(diethylamino)-propylamine and N-[2-(3-Cyano-1H-indol-5-yl)-ethyl]-4-[2-chloro-pyrimidin-4-yl]-benzamide (reference example 1az) as substrates.